This data is from the Open Reaction Database (ORD), a public repository of structured organic reaction records. The task is: describe an organic reaction: reactants, conditions, products, and yield The reactants are CN(C1(CCC(CC1)=CC(=O)NCCCCC1=CC=CC=C1)C1=CC=CC=C1)C (2-(4-Dimethylamino-4-phenylcyclohexylidene)-N-(4-phenyl-butyl)acetamide), Cl[Si](C)(C)C (chlorotrimethylsilane). Solvent: CC(=O)CC (ethyl methyl ketone). Yields the product Cl.CN(C1(CCC(CC1)=CC(=O)NCCCCC1=CC=CC=C1)C1=CC=CC=C1)C (2-(4-Dimethylamino-4-phenylcyclohexylidene)-N-(4-phenyl-butyl)acetamide hydrochloride). The yield is 69.0%. RXN SMILES: [CH3:1][N:2]([CH3:29])[C:3]1([C:23]2[CH:28]=[CH:27][CH:26]=[CH:25][CH:24]=2)[CH2:8][CH2:7][C:6](=[CH:9][C:10]([NH:12][CH2:13][CH2:14][CH2:15][CH2:16][C:17]2[CH:22]=[CH:21][CH:20]=[CH:19][CH:18]=2)=[O:11])[CH2:5][CH2:4]1.[Cl:30][Si](C)(C)C>CC(CC)=O>[ClH:30].[CH3:29][N:2]([CH3:1])[C:3]1([C:23]2[CH:24]=[CH:25][CH:26]=[CH:27][CH:28]=2)[CH2:8][CH2:7][C:6](=[CH:9][C:10]([NH:12][CH2:13][CH2:14][CH2:15][CH2:16][C:17]2[CH:18]=[CH:19][CH:20]=[CH:21][CH:22]=2)=[O:11])[CH2:5][CH2:4]1 |f:3.4|. Procedure: 2-(4-Dimethylamino-4-phenylcyclohexylidene)-N-(4-phenyl-butyl)acetamide (292 mg, 0.747 mmol) was dissolved in ethyl methyl ketone (5 ml), and chlorotrimethylsilane (0.14 ml, 1.12 mmol) was added. After 1.5 h the hydrochloride was isolated as a colourless solid in a yield of 69% (221 mg).